This data is from the Open Reaction Database (ORD), a public repository of structured organic reaction records. The task is: describe an organic reaction: reactants, conditions, products, and yield Reaction SMILES: [CH3:14][C:15](=[O:16])[Cl:17].[CH3:18][OH:19].[F:1][c:2]1[c:3]([N+:11](=[O:12])[O-:13])[cH:4][c:5]([C:6](=[O:7])[OH:8])[cH:9][cH:10]1>>[F:1][c:2]1[c:3]([N+:11](=[O:12])[O-:13])[cH:4][c:5]([C:6](=[O:7])[O:8][CH3:14])[cH:9][cH:10]1. Yields the product COC(=O)c1ccc(F)c([N+](=O)[O-])c1. Starting materials: CC(=O)Cl, CO, O=C(O)c1ccc(F)c([N+](=O)[O-])c1.